This data is from the Open Reaction Database (ORD), a public repository of structured organic reaction records. The task is: describe an organic reaction: reactants, conditions, products, and yield RXN SMILES: [CH3:33][S:34]([OH:35])(=[O:36])=[O:37].[CH3:41][OH:42].[CH:1]1([c:4]2[nH:5][c:6](-[c:25]3[c:26]([F:32])[cH:27][c:28]([F:31])[cH:29][cH:30]3)[c:7](-[c:9]3[cH:10][cH:11][c:12]4[c:13]([n:14]3)[o:15][c:16]([NH:18][CH:19]([CH2:20][CH2:21][O:22][CH3:23])[CH3:24])[n:17]4)[n:8]2)[CH2:2][CH2:3]1.[Cl:38][CH2:39][Cl:40]>>[CH3:33][S:34](=[O:35])(=[O:36])[OH:37].[CH:1]1([c:4]2[nH:5][c:6](-[c:25]3[c:26]([F:32])[cH:27][c:28]([F:31])[cH:29][cH:30]3)[c:7](-[c:9]3[cH:10][cH:11][c:12]4[c:13]([n:14]3)[o:15][c:16]([NH:18][CH:19]([CH2:20][CH2:21][O:22][CH3:23])[CH3:24])[n:17]4)[n:8]2)[CH2:2][CH2:3]1. The product is CS(=O)(=O)O, COCCC(C)Nc1nc2ccc(-c3nc(C4CC4)[nH]c3-c3ccc(F)cc3F)nc2o1. Reactants: CS(=O)(=O)O, CO, COCCC(C)Nc1nc2ccc(-c3nc(C4CC4)[nH]c3-c3ccc(F)cc3F)nc2o1, ClCCl. The reactants are ClC=1C=C2N=C3C=CC(=CC3=C(C2=CC1)Cl)OC (6,9-dichloro-2-methoxyacridine), C(C)(C)(C)NCCCCN (N1-tert-butylbutane-1,4-diamine). Product: C(C)(C)(C)NCCCCNC=1C2=CC=C(C=C2N=C2C=CC(=CC12)OC)Cl (N1-tert-butyl-N4-(6-chloro-2-methoxyacridin-9-yl)butane-1,4-diamine). RXN SMILES: [Cl:1][C:2]1[CH:3]=[C:4]2[C:13](=[CH:14][CH:15]=1)[C:12](Cl)=[C:11]1[C:6]([CH:7]=[CH:8][C:9]([O:17][CH3:18])=[CH:10]1)=[N:5]2.[C:19]([NH:23][CH2:24][CH2:25][CH2:26][CH2:27][NH2:28])([CH3:22])([CH3:21])[CH3:20]>>[C:19]([NH:23][CH2:24][CH2:25][CH2:26][CH2:27][NH:28][C:12]1[C:13]2[C:4]([N:5]=[C:6]3[C:11]=1[CH:10]=[C:9]([O:17][CH3:18])[CH:8]=[CH:7]3)=[CH:3][C:2]([Cl:1])=[CH:15][CH:14]=2)([CH3:22])([CH3:21])[CH3:20]. Procedure: Following the general procedure of Example 1 and making non-critical variations, but using 6,9-dichloro-2-methoxyacridine and commercially available N1-tert-butylbutane-1,4-diamine, the title compound was obtained; MS (Found M+1=386). Starting materials: ClCCl, CCOC(=O)c1ccc([N+](=O)[O-])s1, Cl, [Na+], [OH-], [Sn]. Product: CCOC(=O)c1ccc(N)s1. RXN SMILES: [CH2:18]([Cl:19])[Cl:20].[CH2:1]([CH3:2])[O:3][C:4](=[O:5])[c:6]1[s:7][c:8]([N+:11]([O-:12])=[O:13])[cH:9][cH:10]1.[ClH:14].[Na+:17].[OH-:16].[Sn:15]>>[CH2:1]([CH3:2])[O:3][C:4](=[O:5])[c:6]1[s:7][c:8]([NH2:11])[cH:9][cH:10]1. Reaction SMILES: [Br:24][c:25]1[cH:26][c:27]([N+:38](=[O:39])[O-:40])[c:28]([C:29](=[O:30])[O:31][C:32]([CH3:33])([CH3:34])[CH3:35])[cH:36][cH:37]1.[C:41](=[O:42])([OH:43])[O-:44].[C:7]([CH3:8])([CH3:9])([CH3:10])[O:11][C:12](=[O:13])[NH:14][c:15]1[cH:16][c:17]([B:21]([OH:22])[OH:23])[cH:18][cH:19][cH:20]1.[CH3:123][CH2:124][O:125][C:126](=[O:127])[CH3:128].[CH3:129][O:130][CH2:131][CH2:132][O:133][CH3:134].[Na+:1].[Na+:2].[Na+:45].[O-:3][C:4](=[O:5])[O-:6].[OH2:135].[cH:46]1[cH:47][cH:48][c:49]([P:50]([Pd:51]([P:52]([c:53]2[cH:54][cH:55][cH:56][cH:57][cH:58]2)([c:59]2[cH:60][cH:61][cH:62][cH:63][cH:64]2)[c:65]2[cH:66][cH:67][cH:68][cH:69][cH:70]2)([P:71]([c:72]2[cH:73][cH:74][cH:75][cH:76][cH:77]2)([c:78]2[cH:79][cH:80][cH:81][cH:82][cH:83]2)[c:84]2[cH:85][cH:86][cH:87][cH:88][cH:89]2)[P:90]([c:91]2[cH:92][cH:93][cH:94][cH:95][cH:96]2)([c:97]2[cH:98][cH:99][cH:100][cH:101][cH:102]2)[c:103]2[cH:104][cH:105][cH:106][cH:107][cH:108]2)([c:109]2[cH:110][cH:111][cH:112][cH:113][cH:114]2)[c:115]2[cH:116][cH:117][cH:118][cH:119][cH:120]2)[cH:121][cH:122]1>>[C:7]([CH3:8])([CH3:9])([CH3:10])[O:11][C:12](=[O:13])[NH:14][c:15]1[cH:16][c:17](-[c:25]2[cH:26][c:27]([N+:38](=[O:39])[O-:40])[c:28]([C:29](=[O:30])[O:31][C:32]([CH3:33])([CH3:34])[CH3:35])[cH:36][cH:37]2)[cH:18][cH:19][cH:20]1. The reactants are CC(C)(C)OC(=O)c1ccc(Br)cc1[N+](=O)[O-], O=C([O-])O, CC(C)(C)OC(=O)Nc1cccc(B(O)O)c1, CCOC(C)=O, COCCOC, [Na+], [Na+], [Na+], O=C([O-])[O-], O, c1ccc(P(c2ccccc2)(c2ccccc2)[Pd](P(c2ccccc2)(c2ccccc2)c2ccccc2)(P(c2ccccc2)(c2ccccc2)c2ccccc2)P(c2ccccc2)(c2ccccc2)c2ccccc2)cc1. The product is CC(C)(C)OC(=O)Nc1cccc(-c2ccc(C(=O)OC(C)(C)C)c([N+](=O)[O-])c2)c1. Starting materials: B(Br)(Br)Br (Boron tribromide), FC=1C(=C(C(N(C1)CC[C@](C(=O)NO)(S(=O)(=O)C)C)=O)OC)C1=CC=CC=C1 ((2R)-4-(5-fluoro-3-methoxy-2-oxo-4-phenylpyridin-1(2H)-yl)-N-hydroxy-2-methyl-2-(methylsulfonyl)butanamide). Solvent: C(Cl)Cl (DCM). Run at time 8 hour. Yields the product FC=1C(=C(C(N(C1)CC[C@](C(=O)NO)(S(=O)(=O)C)C)=O)O)C1=CC=CC=C1 ((2R)-4-(5-Fluoro-3-hydroxy-2-oxo-4-phenylpyridin-1(2H)-yl)-N-hydroxy-2-methyl-2-(methylsulfonyl)butanamide). Yield: 16.9%. RXN SMILES: B(Br)(Br)Br.[F:5][C:6]1[C:7]([C:27]2[CH:32]=[CH:31][CH:30]=[CH:29][CH:28]=2)=[C:8]([O:25]C)[C:9](=[O:24])[N:10]([CH2:12][CH2:13][C@@:14]([CH3:23])([S:19]([CH3:22])(=[O:21])=[O:20])[C:15]([NH:17][OH:18])=[O:16])[CH:11]=1>C(Cl)Cl>[F:5][C:6]1[C:7]([C:27]2[CH:28]=[CH:29][CH:30]=[CH:31][CH:32]=2)=[C:8]([OH:25])[C:9](=[O:24])[N:10]([CH2:12][CH2:13][C@@:14]([CH3:23])([S:19]([CH3:22])(=[O:21])=[O:20])[C:15]([NH:17][OH:18])=[O:16])[CH:11]=1. Reported procedure: Boron tribromide (760 μL, 0.76 mmol, 1.0 M in dichloromethane) was added to a solution of (2R)-4-(5-fluoro-3-methoxy-2-oxo-4-phenylpyridin-1(2H)-yl)-N-hydroxy-2-methyl-2-(methylsulfonyl)butanamide (156 mg, 0.378 mmol) in DCM (16.0 mL) at 0° C. The reaction was allowed to warm to rt and stirred overnight. The reaction mixture was concentrated to afford a brown solid. The crude product was purified via prepratory HPLC to afford the title compound as a yellow solid (25.4 mg, 16.9%). MS (LCMS) m/z 3... The solvent is C1CCOC1 (THF). Procedure: 2-[4-(4-Fluorophenyl)-1-methyl-5-pyridin-4-yl-1H-imidazol-2-ylsulfanyl]acetic acid (1 mmol/0.344 g) are dissolved in 100 ml of absolute THF, carbonyldiimidazole (1 mmol/0.162 g) is added and the mixture is stirred at room temperature until the evolution of carbon dioxide has ceased. Histidine (1 mmol) is then added, and the mixture is heated under reflux for 2 h. The mixture is then poured into 400 ml of 1 N Na2CO3 solution and concentrated in a rotary evaporator. The residue is extracted 3 time... Product: FC1=CC=C(C=C1)C=1N=C(N(C1C1=CC=NC=C1)C)SCC(=O)N1C(CCC1)C(=O)O (1-{2-[4-(4-Fluorophenyl)-1-methyl-5-pyridin-4-yl-1H-imidazol-2-ylsulfanyl]acetyl}pyrrolidine-2-carboxylic acid). Starting materials: N[C@@H](CC1=CNC=N1)C(=O)O (Histidine), FC1=CC=C(C=C1)C=1N=C(N(C1C1=CC=NC=C1)C)SCC(=O)O (2-[4-(4-Fluorophenyl)-1-methyl-5-pyridin-4-yl-1H-imidazol-2-ylsulfanyl]acetic acid), C(=O)(N1C=NC=C1)N1C=NC=C1 (carbonyldiimidazole), C(=O)=O (carbon dioxide), C(=O)([O-])[O-].[Na+].[Na+] (Na2CO3). As a reaction SMILES: [F:1][C:2]1[CH:7]=[CH:6][C:5]([C:8]2[N:9]=[C:10]([S:20][CH2:21]C(O)=O)[N:11]([CH3:19])[C:12]=2[C:13]2[CH:18]=[CH:17][N:16]=[CH:15][CH:14]=2)=[CH:4][CH:3]=1.C(N1C=CN=C1)(N1C=CN=C1)=[O:26].C(=O)=O.N[C@H:41]([C:48]([OH:50])=[O:49])[CH2:42][C:43]1N=[CH:46][NH:45][CH:44]=1.C([O-])([O-])=O.[Na+].[Na+]>C1COCC1>[F:1][C:2]1[CH:7]=[CH:6][C:5]([C:8]2[N:9]=[C:10]([S:20][CH2:21][C:46]([N:45]3[CH2:44][CH2:43][CH2:42][CH:41]3[C:48]([OH:50])=[O:49])=[O:26])[N:11]([CH3:19])[C:12]=2[C:13]2[CH:18]=[CH:17][N:16]=[CH:15][CH:14]=2)=[CH:4][CH:3]=1 |f:4.5.6|. The reactants are CCC(Oc1c(Cl)cc2c(-c3ccccc3F)noc2c1Cl)C(=O)[O-], CCO, [Na+], [OH-], O. Product: O=C(O)COc1c(Cl)cc2c(-c3ccccc3F)noc2c1Cl. As a reaction SMILES: [CH2:1]([CH3:2])[CH:3]([C:4](=[O:5])[O-:6])[O:7][c:8]1[c:9]([Cl:25])[c:10]2[c:11]([c:12](-[c:15]3[c:16]([F:21])[cH:17][cH:18][cH:19][cH:20]3)[n:13][o:14]2)[cH:22][c:23]1[Cl:24].[CH3:28][CH2:29][OH:30].[Na+:27].[OH-:26].[OH2:31]>>[CH2:3]([C:4](=[O:5])[OH:6])[O:7][c:8]1[c:9]([Cl:25])[c:10]2[c:11]([c:12](-[c:15]3[c:16]([F:21])[cH:17][cH:18][cH:19][cH:20]3)[n:13][o:14]2)[cH:22][c:23]1[Cl:24]. Reactants: CC(C)C[Al+]CC(C)C, Cc1ccccc1, CCOC(C)=O, CCOC(=O)c1c(-c2c(Cl)cccc2Cl)noc1C1CCCC1, [H-], C1CCOC1. Yields the product OCc1c(-c2c(Cl)cccc2Cl)noc1C1CCCC1. As a reaction SMILES: [CH2:25]([Al+:26][CH2:27][CH:28]([CH3:29])[CH3:30])[CH:31]([CH3:32])[CH3:33].[CH3:34][c:35]1[cH:36][cH:37][cH:38][cH:39][cH:40]1.[CH3:41][CH2:42][O:43][C:44](=[O:45])[CH3:46].[CH:1]1([c:6]2[c:7]([C:19](=[O:20])[O:21][CH2:22][CH3:23])[c:8](-[c:11]3[c:12]([Cl:18])[cH:13][cH:14][cH:15][c:16]3[Cl:17])[n:9][o:10]2)[CH2:2][CH2:3][CH2:4][CH2:5]1.[H-:24].[O:47]1[CH2:48][CH2:49][CH2:50][CH2:51]1>>[CH:1]1([c:6]2[c:7]([CH2:19][OH:20])[c:8](-[c:11]3[c:12]([Cl:18])[cH:13][cH:14][cH:15][c:16]3[Cl:17])[n:9][o:10]2)[CH2:2][CH2:3][CH2:4][CH2:5]1. As a reaction SMILES: [BH4-:28].[CH3:30][OH:31].[ClH:1].[Na+:27].[Na+:29].[O:2]1[CH:3]([CH2:12][NH:13][CH2:14][C:15](=[O:16])[c:17]2[cH:18][c:19]3[c:20]([cH:24][cH:25]2)[O:21][CH2:22][O:23]3)[CH2:4][O:5][c:6]2[c:7]1[cH:8][cH:9][cH:10][cH:11]2.[OH-:26]>>[O:2]1[CH:3]([CH2:12][NH:13][CH2:14][CH:15]([OH:16])[c:17]2[cH:18][c:19]3[c:20]([cH:24][cH:25]2)[O:21][CH2:22][O:23]3)[CH2:4][O:5][c:6]2[c:7]1[cH:8][cH:9][cH:10][cH:11]2. The reactants are [BH4-], CO, Cl, [Na+], [Na+], O=C(CNCC1COc2ccccc2O1)c1ccc2c(c1)OCO2, [OH-]. The product is OC(CNCC1COc2ccccc2O1)c1ccc2c(c1)OCO2. The reactants are [Si](Cl)(Cl)(Cl)Cl (silicon tetrachloride), Grignard reagent, BrC1=CC=C(C=C1)Cl (1-bromo-4-chlorobenzene), [Mg] (magnesium). The solvent is CCOCC (ether), C(C)OCC (diethyl ether). The product is ClC1=CC=C(C=C1)[Si](Cl)(Cl)Cl (4-Chlorophenyl trichlorosilane), ClC1=CC=C(C=C1)[Si](Cl)(Cl)C1=CC=C(C=C1)Cl (bis(4-chlorophenyl) dichlorosilane). Yield: 20.0%. RXN SMILES: Br[C:2]1[CH:7]=[CH:6][C:5]([Cl:8])=[CH:4][CH:3]=1.[Mg].[Si:10]([Cl:14])([Cl:13])([Cl:12])[Cl:11]>C(OCC)C>[Cl:8][C:5]1[CH:6]=[CH:7][C:2]([Si:10]([Cl:13])([Cl:12])[Cl:11])=[CH:3][CH:4]=1.[Cl:8][C:5]1[CH:6]=[CH:7][C:2]([Si:10]([C:2]2[CH:7]=[CH:6][C:5]([Cl:8])=[CH:4][CH:3]=2)([Cl:14])[Cl:11])=[CH:3][CH:4]=1. Procedure details: The Grignard reagent solution prepared, under nitrogen, from 1-bromo-4-chlorobenzene (38.3 g, 0.2 mol) and magnesium (4.867 g, 0.2 g atom) in 300 ml anhydrous diethyl ether, is filtered through a glass filter-stick by nitrogen pressure into a graduated feed-funnel, from which it is fed during 21/4 hours into a stirred solution of redistilled silicon tetrachloride (102 g, 0.6 mol) in 200 ml of dry ether. The solution is heated at reflux temperature an additional 2 hours, then cooled and filtered ...